This data is from the Open Reaction Database (ORD), a public repository of structured organic reaction records. The task is: describe an organic reaction: reactants, conditions, products, and yield The reactants are COC1=CC=CC2=C1SC=C2 (7-Methoxybenzo[b]thiophene), BrC=1C=CC(=C(C=O)C1)Cl (5-bromo-2-chlorobenzaldehyde). Product: BrC=1C=CC(=C(C1)CC1=CC2=C(S1)C(=CC=C2)OC)Cl (5-Bromo-2-chloro-1-(7-methoxybenzo[b]thiophen-2-ylmethyl)benzene). As a reaction SMILES: [CH3:1][O:2][C:3]1[C:8]2[S:9][CH:10]=[CH:11][C:7]=2[CH:6]=[CH:5][CH:4]=1.[Br:12][C:13]1[CH:14]=[CH:15][C:16]([Cl:21])=[C:17]([CH:20]=1)[CH:18]=O>>[Br:12][C:13]1[CH:14]=[CH:15][C:16]([Cl:21])=[C:17]([CH2:18][C:10]2[S:9][C:8]3[C:3]([O:2][CH3:1])=[CH:4][CH:5]=[CH:6][C:7]=3[CH:11]=2)[CH:20]=1. Procedure details: 7-Methoxybenzo[b]thiophene (see WO 02/094262) and 5-bromo-2-chlorobenzaldehyde obtained in Reference Example 16-(1) were treated in a manner similar to Reference Example 9 to give the target compound. APCI-Mass m/Z 367/369 (M+H). The reactants are C(C)OC(=O)C1CC2C(NC1C=C2C(C)C)C (ethyl-3-methyl-8-isopropyl-2-azabicyclo[2.2.2]oct-7-ene-6-carboxylate), [H][H] (hydrogen). The reagents and catalysts are [Pt]=O (platinum oxide). The solvent is C(C)(=O)O (acetic acid). Product: CC1NC2C(CC1C(C2)C(C)C)C(=O)OCC (ethyl 3-methyl-8-isopropyl-2-azabicyclo-[2.2.2]octane-6-carboxylate). Yield: 96.9%. As a reaction SMILES: [CH2:1]([O:3][C:4]([CH:6]1[CH:11]2[CH:12]=[C:13]([CH:14]([CH3:16])[CH3:15])[CH:8]([CH:9]([CH3:17])[NH:10]2)[CH2:7]1)=[O:5])[CH3:2].[H][H]>[Pt]=O.C(O)(=O)C>[CH3:17][CH:9]1[CH:8]2[CH:13]([CH:14]([CH3:15])[CH3:16])[CH2:12][CH:11]([CH:6]([C:4]([O:3][CH2:1][CH3:2])=[O:5])[CH2:7]2)[NH:10]1. Procedure: A mixture of ethyl-3-methyl-8-isopropyl-2-azabicyclo[2.2.2]oct-7-ene-6-carboxylate (21.4 g, 78 mmol), acetic acid (200 mL) and platinum oxide (2.1 g) was placed on a Parr hydrogenator at 44 psi of hydrogen pressure for 41/4 hours. The catalyst was removed by filtration and the solvent was removed in vacuo. The residue was dissolved in water, neutralized with NH4OH to a pH of 10 and the mixture was extracted with CH2Cl2 (3×50 mL). The organic layers were combined, washed with brine and dried over...